Dataset: the Open Reaction Database (ORD), a public repository of structured organic reaction records. Task: describe an organic reaction: reactants, conditions, products, and yield Reactants: [OH-].[Na+] (Sodium hydroxide), FC1=CC=C(C=C1)C1=NC(=NC(=C1/C=C/[C@H](C[C@H](CC(=O)[O-])O)O)C(C)C)N(S(=O)(=O)C)C.C[NH3+] (methylammonium (E)-7-[4-(4-fluorophenyl)-6-isopropyl-2-[methyl(methylsulfonyl)amino]-pyrimidin-5-yl]-(3R,5S)-3,5-dihydroxyhept-6-enoate), S(=O)(=O)([O-])[O-].[Mg+2] (magnesium sulphate). Solvent: O (water), O (water). Run at temperature 38 celsius, time 4 hour. The product is FC1=CC=C(C=C1)C1=NC(=NC(=C1/C=C/[C@H](C[C@H](CC(=O)[O-])O)O)C(C)C)N(S(=O)(=O)C)C.[Mg+2].FC1=CC=C(C=C1)C1=NC(=NC(=C1/C=C/[C@H](C[C@H](CC(=O)[O-])O)O)C(C)C)N(C)S(=O)(=O)C (magnesium (E)-7-[4-(4-fluorophenyl)-6-isopropyl-2-[methyl(methylsulfonyl)amino]-pyrimidin-5-yl]-(3R,5S)-3,5-dihydroxyhept-6-enoate). Isolated yield 32.5%. As a reaction SMILES: [OH-].[Na+].[F:3][C:4]1[CH:9]=[CH:8][C:7]([C:10]2[C:15](/[CH:16]=[CH:17]/[C@@H:18]([OH:26])[CH2:19][C@@H:20]([OH:25])[CH2:21][C:22]([O-:24])=[O:23])=[C:14]([CH:27]([CH3:29])[CH3:28])[N:13]=[C:12]([N:30]([CH3:35])[S:31]([CH3:34])(=[O:33])=[O:32])[N:11]=2)=[CH:6][CH:5]=1.C[NH3+].S([O-])([O-])(=O)=O.[Mg+2:43]>O>[F:3][C:4]1[CH:9]=[CH:8][C:7]([C:10]2[C:15](/[CH:16]=[CH:17]/[C@@H:18]([OH:26])[CH2:19][C@@H:20]([OH:25])[CH2:21][C:22]([O-:24])=[O:23])=[C:14]([CH:27]([CH3:29])[CH3:28])[N:13]=[C:12]([N:30]([CH3:35])[S:31]([CH3:34])(=[O:33])=[O:32])[N:11]=2)=[CH:6][CH:5]=1.[Mg+2:43].[F:3][C:4]1[CH:9]=[CH:8][C:7]([C:10]2[C:15](/[CH:16]=[CH:17]/[C@@H:18]([OH:26])[CH2:19][C@@H:20]([OH:25])[CH2:21][C:22]([O-:24])=[O:23])=[C:14]([CH:27]([CH3:29])[CH3:28])[N:13]=[C:12]([N:30]([S:31]([CH3:34])(=[O:33])=[O:32])[CH3:35])[N:11]=2)=[CH:6][CH:5]=1 |f:0.1,2.3,4.5,7.8.9|. Reported procedure: 1.0M Sodium hydroxide solution (26.3 ml) was added to a stirred solution of methylammonium (E)-7-[4-(4-fluorophenyl)-6-isopropyl-2-[methyl(methylsulfonyl)amino]-pyrimidin-5-yl]-(3R,5S)-3,5-dihydroxyhept-6-enoate (15 g) in water (106 ml) at ambient temperature. A solution of magnesium sulphate (4.3 g) in water (26 ml) was added over 20 minutes and a solid precipitated. The solid was collected by filtration, washed with water (20 ml) and dried under vacuum at 40° C. (7.7 g). A mixture of the solid... The reactants are 15, O[C@@H]1CN(CC[C@H]1NC(C1=CC=CC=C1)=O)CC1=CC=CC=C1 (trans-N-[3-hydroxy-1-(phenylmethyl)-4-piperidinyl]benzamide), Cl (hydrochloric acid). Product: N[C@H]1[C@@H](CN(CC1)CC1=CC=CC=C1)O (trans-4-amino-1-(phenylmethyl)-3-piperidinol). RXN SMILES: [OH:1][C@H:2]1[C@H:7]([NH:8]C(=O)C2C=CC=CC=2)[CH2:6][CH2:5][N:4]([CH2:17][C:18]2[CH:23]=[CH:22][CH:21]=[CH:20][CH:19]=2)[CH2:3]1.Cl>>[NH2:8][C@@H:7]1[CH2:6][CH2:5][N:4]([CH2:17][C:18]2[CH:19]=[CH:20][CH:21]=[CH:22][CH:23]=2)[CH2:3][C@H:2]1[OH:1]. Procedure details: A mixture of 15 parts of trans-N-[3-hydroxy-1-(phenylmethyl)-4-piperidinyl]benzamide and 204 parts of a concentrated hydrochloric acid solution was stirred and refluxed for 18 hours. The reaction mixture was filtered and the filtrate was treated with sodium hydroxide. Upon cooling in an ice-bath, the addition of sodium hydroxide was continued till turbid. The product was extracted three times with 180 parts of methylbenzene. The combined extracts were dried, filtered and evaporated. The oily res... Starting materials: CC(C)(C)OC(=O)OC(C)(C)C, [Na+], C1CCOC1, [OH-], O=C(O)CNc1ccc2ccccc2c1. Yields the product CC(C)(C)OC(=O)N(CC(=O)O)c1ccc2ccccc2c1. Reaction SMILES: [C:21]([O:22][C:23]([CH3:24])([CH3:25])[CH3:26])([O:27][C:29]([CH3:30])([CH3:31])[CH3:32])=[O:28].[Na+:34].[O:16]1[CH2:17][CH2:18][CH2:19][CH2:20]1.[OH-:33].[cH:1]1[c:2]([NH:11][CH2:12][C:13](=[O:14])[OH:15])[cH:3][cH:4][c:5]2[cH:6][cH:7][cH:8][cH:9][c:10]12>>[cH:1]1[c:2]([N:11]([CH2:12][C:13](=[O:14])[OH:15])[C:21]([O:22][C:23]([CH3:24])([CH3:25])[CH3:26])=[O:27])[cH:3][cH:4][c:5]2[cH:6][cH:7][cH:8][cH:9][c:10]12. The reactants are C(C(C)C)C1=CC=C(C=C1)C1=NC(=NO1)C=1C=CC(=NC1)C=O (5-[5-(4-isobutylphenyl)-1,2,4-oxadiazol-3-yl]pyridine-2-carbaldehyde), C(C(C)C)C1=CC=C(C=C1)C1=NC(=NO1)C=1N=CC(=NC1)CNC1CC(C1)C(=O)O (3-({5-[5-(4-isobutyl-phenyl)-[1,2,4]oxadiazol-3-yl]-pyrazin-2-ylmethyl}-amino)-cyclobutanecarboxylic acid). RXN SMILES: [CH2:1]([C:5]1[CH:10]=[CH:9][C:8]([C:11]2[O:15][N:14]=[C:13]([C:16]3[CH:17]=[CH:18][C:19](C=O)=[N:20][CH:21]=3)[N:12]=2)=[CH:7][CH:6]=1)[CH:2]([CH3:4])[CH3:3].C(C1C=CC(C2ON=C(C3N=CC([CH2:45][NH:46][CH:47]4[CH2:50][CH:49]([C:51]([OH:53])=[O:52])[CH2:48]4)=NC=3)N=2)=CC=1)C(C)C>>[CH2:1]([C:5]1[CH:6]=[CH:7][C:8]([C:11]2[O:15][N:14]=[C:13]([C:16]3[CH:17]=[CH:18][C:19]([CH2:45][NH:46][C@@H:47]4[CH2:50][C@H:49]([C:51]([OH:53])=[O:52])[CH2:48]4)=[N:20][CH:21]=3)[N:12]=2)=[CH:9][CH:10]=1)[CH:2]([CH3:4])[CH3:3]. Yields the product C(C(C)C)C1=CC=C(C=C1)C1=NC(=NO1)C=1C=CC(=NC1)CN[C@H]1C[C@H](C1)C(=O)O (3-({5-[5-(4-Isobutyl-phenyl)-[1,2,4]oxadiazol-3-yl]-pyridin-2-ylmethyl}-amino)-cis-cyclobutanecarboxylic acid). Procedure details: The title compound was prepared from 5-[5-(4-isobutylphenyl)-1,2,4-oxadiazol-3-yl]pyridine-2-carbaldehyde by procedures analogous to those described in Examples (1A-1B) for the preparation of 3-({5-[5-(4-isobutyl-phenyl)-[1,2,4]oxadiazol-3-yl]-pyrazin-2-ylmethyl}-amino)-cyclobutanecarboxylic acid. Reactants: Ru[(S,S)-Tsdpen](p-cymene), C1(C=CCCC1)=O (2-cyclohexenone), C(CC(=O)OCC)(=O)OCC (diethyl malonate). The solvent is CC(C)(C)O (2-methyl-2-propanol). Run at temperature 30 celsius, time 48 hour. The product is C(C)OC(=O)C([C@H]1CC(CCC1)=O)C(=O)OCC ((R)-3-[bis(ethoxycarbonyl)methyl]cyclohexanone). Yield: 79.8%. RXN SMILES: [C:1]1(=[O:7])[CH2:6][CH2:5][CH2:4][CH:3]=[CH:2]1.[C:8]([O:16][CH2:17][CH3:18])(=[O:15])[CH2:9][C:10]([O:12][CH2:13][CH3:14])=[O:11]>CC(O)(C)C>[CH2:17]([O:16][C:8]([CH:9]([C:10]([O:12][CH2:13][CH3:14])=[O:11])[C@@H:3]1[CH2:4][CH2:5][CH2:6][C:1](=[O:7])[CH2:2]1)=[O:15])[CH3:18]. Reported procedure: Under an atmosphere of argon, 24.0 mg (0.04 mmol, S/C=50) of Ru[(S,S)-Tsdpen](p-cymene), 194 μL (2.0 mmol) of 2-cyclohexenone, 304 μL (2.0 mmol) of diethyl malonate, and 2 mL of 2-methyl-2-propanol were placed in a 20 mL Schlenk tube and stirred at 30° C. for 48 hours. This solution was purified by flash column chromatography (hexane/acetone=90/10, SiO2) to give 409 mg (80% yield) of the title compound. After this was converted into an ethylene ketal derivative as shown in Example 3, the optical... The reactants are C(C)OC(CC1=NN(C(C2=CC=CC=C12)=O)CO)=O (ethyl-3-hydroxymethyl-4-oxo-3-H-phthalazin-1-ylacetate), P(Br)(Br)Br (phosphorous tribromide). The solvent is CCOCC (ether). Yields the product C(C)OC(CC1=NN(C(C2=CC=CC=C12)=O)CBr)=O (Ethyl-3-bromomethyl-4-oxo-3-H-phthalazin-1-ylacetate). The yield is 60.4%. As a reaction SMILES: [CH2:1]([O:3][C:4](=[O:19])[CH2:5][C:6]1[C:15]2[C:10](=[CH:11][CH:12]=[CH:13][CH:14]=2)[C:9](=[O:16])[N:8]([CH2:17]O)[N:7]=1)[CH3:2].P(Br)(Br)[Br:21]>CCOCC>[CH2:1]([O:3][C:4](=[O:19])[CH2:5][C:6]1[C:15]2[C:10](=[CH:11][CH:12]=[CH:13][CH:14]=2)[C:9](=[O:16])[N:8]([CH2:17][Br:21])[N:7]=1)[CH3:2]. Reported procedure: A solution of ethyl-3-hydroxymethyl-4-oxo-3-H-phthalazin-1-ylacetate (13.1 g), phosphorous tribromide (13.5 g) and anhydrous ether (250 ml) was stirred overnight at room temperature. It was then poured onto water (200 ml). The organic layer was collected, washed again with water (3×100 ml) and then dried over anhydrous sodium sulfate. The dried organic extract was evaporated to dryness and the resulting crude solid was purified by chromatography on silica gel, eluting with 95% CH2Cl2 -5% ethyl a... The reactants are ( 2 ), [S] (sulfur), tetrafluoroethylene or difluorocarbene, FC(=C(F)F)F (tetrafluoroethylene), SC=1NC=CN1 (2-mercaptoimidazole). Product: FC(C(F)F)(SC=1NC=CN1)F (2-(1,1,2,2-tetrafluoroethylthio)imidazole). As a reaction SMILES: [S].[SH:2][C:3]1[NH:4][CH:5]=[CH:6][N:7]=1.[F:8][C:9]([F:13])=[C:10]([F:12])[F:11]>>[F:8][C:9]([F:13])([S:2][C:3]1[NH:4][CH:5]=[CH:6][N:7]=1)[CH:10]([F:12])[F:11] |^3:0|. Reported procedure: The appropriate R1 moiety can then be introduced onto the sulfur by a suitable alkylating agent such as tetrafluoroethylene or difluorocarbene. For example, the 2-mercaptoimidazole derivative of Reaction (2) can be reacted with tetrafluoroethylene to form the 2-(1,1,2,2-tetrafluoroethylthio)imidazole derivative. ##STR10## The reaction is carried out under heat and pressure with a slight excess of the fluorocarbon reactant. Typically, the reaction is carried out in a closed reaction vessel at a t... Starting materials: BrC(C1=CC=CC=C1)C1=CC=CC=C1 (Bromodiphenylmethane), FC=1C=C(C=CC1[N+](=O)[O-])O (3-fluoro-4-nitrophenol), C(=O)([O-])[O-].[K+].[K+] (K2CO3). The solvent is CN(C=O)C (N,N-dimethylformamide). Conditions: time 60 hour. Yields the product FC=1C=C(OC(C2=CC=CC=C2)C2=CC=CC=C2)C=CC1[N+](=O)[O-] (((3-fluoro-4-nitrophenoxy)methylene)dibenzene). As a reaction SMILES: Br[CH:2]([C:9]1[CH:14]=[CH:13][CH:12]=[CH:11][CH:10]=1)[C:3]1[CH:8]=[CH:7][CH:6]=[CH:5][CH:4]=1.[F:15][C:16]1[CH:17]=[C:18]([OH:25])[CH:19]=[CH:20][C:21]=1[N+:22]([O-:24])=[O:23].C([O-])([O-])=O.[K+].[K+]>CN(C)C=O>[F:15][C:16]1[CH:17]=[C:18]([CH:19]=[CH:20][C:21]=1[N+:22]([O-:24])=[O:23])[O:25][CH:2]([C:9]1[CH:14]=[CH:13][CH:12]=[CH:11][CH:10]=1)[C:3]1[CH:8]=[CH:7][CH:6]=[CH:5][CH:4]=1 |f:2.3.4|. Reported procedure: Bromodiphenylmethane (3.5 g) and 3-fluoro-4-nitrophenol were dissolved in N,N-dimethylformamide (30 mL), and then K2CO3 (4.2 g) was added and the reaction stirred at room temperature for 60 hours. The reaction was partitioned between water and ethyl acetate. The organic layer was washed with 2M aqueous Na2CO3 and brine, then dried over Na2SO4. After filtration and concentration, the crude material was purified by column chromatography using 1.5-2.0% ethyl acetate in hexanes.